Task: describe an organic reaction: reactants, conditions, products, and yield. Dataset: the Open Reaction Database (ORD), a public repository of structured organic reaction records Reactants: C(=O)(O)[O-].[Na+] (NaHCO3), N-Succinimidyl 3,4-bis(acetyloxy)-E-cinnamate, Br.OC=1C=C(CN)C=CC1O (3,4-dihy-droxybenzylamine hydrobromide), O1CCOCC1 (1.4-dioxane). Solvent: O (water). Run at temperature 70 celsius, time 2.75 hour. The product is OC=1C=C(CNC(\C=C\C2=CC(=C(C=C2)O)O)=O)C=CC1O (N-(3,4-Dihydroxybenzyl)-3,4-dihydroxy-E-cinnamamide). RXN SMILES: Br.[OH:2][C:3]1[CH:4]=[C:5]([CH:8]=[CH:9][C:10]=1[OH:11])[CH2:6][NH2:7].[O:12]1[CH2:17][CH2:16][O:15]CC1.[C:18]([O-:21])(O)=O.[Na+]>O>[OH:2][C:3]1[CH:4]=[C:5]([CH:8]=[CH:9][C:10]=1[OH:11])[CH2:6][NH:7][C:18](=[O:21])/[CH:9]=[CH:8]/[C:5]1[CH:4]=[CH:3][C:17]([OH:12])=[C:16]([OH:15])[CH:6]=1 |f:0.1,3.4|. Procedure details: N-Succinimidyl 3,4-bis(acetyloxy)-E-cinnamate (502 mg, 1.39 mmol) and 3,4-dihy-droxybenzylamine hydrobromide (311 mg, 1.41 mmol) were dissolved in water (10 ml) and 1.4-dioxane (10 ml) under nitrogen. After NaHCO3 (350 mg, 4.16 mmol) had been added, the solution was stirred for 2.5-3 h at about 70° C. and left to cool. The mixture was extracted with ethyl acetate the combined organic phases were washed with hydrochloric acid (10%), water and saturated aqueous NaCl solution, dried over Na2SO4 and... Starting materials: C(C)OP1(OCCCN2N=CC(C3=NC(=C(NC4=C(C=NC(NC5=C(C=C(C1)C=C5)OC)=N4)C(F)(F)F)C=C3)C(=O)NC)=C2)=O (10-ethoxy-14-methoxy-N-methyl-20-(trifluoromethyl)-9-oxa-4,5,16,18,22,25,28-heptaaza-10-phosphapentacyclo[21.2.2.212,15.12,5.117,21]hentriaconta-1(25),2(31),3,12,14,17(28),18,20,23,26,29-undecaene-24-carboxamide 10-oxide). Run in Cl (HCl). Product: OP1(OCCCN2N=CC(C3=NC(=C(NC4=C(C=NC(NC5=C(C=C(C1)C=C5)OC)=N4)C(F)(F)F)C=C3)C(=O)NC)=C2)=O (10-hydroxy-14-methoxy-N-methyl-20-(trifluoromethyl)-9-oxa-4,5,16,18,22,25,28-heptaaza-10-phosphapentacyclo[21.2.2.212,15.12,5.117,21]hentriaconta-1(25),2(31),3,12,14,17(28),18,20,23,26,29-undecaene-24-carboxamide 10-oxide), white solid. The yield is 26.0%. Reaction SMILES: C([O:3][P:4]1(=[O:45])[CH2:28][C:27]2[CH:29]=[CH:30][C:24](=[C:25]([O:31][CH3:32])[CH:26]=2)[NH:23][C:22]2=[N:33][C:18](=[C:19]([C:34]([F:37])([F:36])[F:35])[CH:20]=[N:21]2)[NH:17][C:16]2[CH:38]=[CH:39][C:13](=[N:14][C:15]=2[C:40]([NH:42][CH3:43])=[O:41])[C:12]2=[CH:44][N:9]([N:10]=[CH:11]2)[CH2:8][CH2:7][CH2:6][O:5]1)C>Cl>[OH:45][P:4]1(=[O:3])[CH2:28][C:27]2[CH:29]=[CH:30][C:24](=[C:25]([O:31][CH3:32])[CH:26]=2)[NH:23][C:22]2=[N:33][C:18](=[C:19]([C:34]([F:36])([F:35])[F:37])[CH:20]=[N:21]2)[NH:17][C:16]2[CH:38]=[CH:39][C:13](=[N:14][C:15]=2[C:40]([NH:42][CH3:43])=[O:41])[C:12]2=[CH:44][N:9]([N:10]=[CH:11]2)[CH2:8][CH2:7][CH2:6][O:5]1. Reported procedure: A solution 10-ethoxy-14-methoxy-N-methyl-20-(trifluoromethyl)-9-oxa-4,5,16,18,22,25,28-heptaaza-10-phosphapentacyclo[21.2.2.212,15.12,5.117,21]hentriaconta-1(25),2(31),3,12,14,17(28),18,20,23,26,29-undecaene-24-carboxamide 10-oxide (Example 6, 30.0 mg, 0.0464 mmol) in concentrated HCl (6.0 mL) was stirred at 50° C. for 72 hours. The reaction mixture was concentrated under reduced pressure to a yellow foam. The material was purified on a Teledyne ISCO Combiflash® Rf system using a reverse phase c... The reactants are three, OCC(C(=O)OC)(C)CO (methyl 2,2-bis(hydroxymethyl)propionate), O1CCCC1 (tetrahydrofuran), ClC(Cl)(OC(OC(Cl)(Cl)Cl)=O)Cl (Triphosgene). The solvent is C(C)N(CC)CC (Triethylamine). Conditions: temperature -78 celsius. Product: C(=O)(OC)C1(COC(OC1)=O)C (5-carbomethoxy-5-methyl-1,3-dioxan-2-one). RXN SMILES: [OH:1][CH2:2][C:3]([CH2:9][OH:10])([CH3:8])[C:4]([O:6][CH3:7])=[O:5].[O:11]1CCC[CH2:12]1.ClC(Cl)(OC(=O)OC(Cl)(Cl)Cl)Cl>C(N(CC)CC)C>[C:4]([C:3]1([CH3:8])[CH2:9][O:10][C:12](=[O:11])[O:1][CH2:2]1)([O:6][CH3:7])=[O:5]. Reported procedure: In a 500 mL three neck RB flask were added methyl 2,2-bis(hydroxymethyl)propionate (12.45 g) and tetrahydrofuran (THF) (100 mL). The resulting mixture was stirred under nitrogen via a mechanical stirrer until a homogeneous solution results. Triphosgene (8.78 g) was added and the solution cooled to -78° C. Triethylamine (18.3 g) was slowly added to the cooled solution. The resulting mixture was stirred at this temperature for one hour and then allowed to warm to room temperature. The triethylamin... Reactants: C(C1=CC=CC=C1)Br (benzyl bromide), ice water, solution, S(=O)(=O)(O)[O-].[K+] (potassium hydrogen sulfate), OCCCCC1=CC=C(C=C1)O (4-(4-hydroxybutyl)phenol), [H-].[Na+] (sodium hydride). The solvent is CN(C=O)C (dimethylformamide), CN(C)C=O (DMF). Reaction conditions: time 15 minute. Product: C(C1=CC=CC=C1)OC1=CC=C(C=C1)CCCCO (4-[4-(benzyloxy)phenyl]-1-butanol). Yield: 73.4%. As a reaction SMILES: [OH:1][CH2:2][CH2:3][CH2:4][CH2:5][C:6]1[CH:11]=[CH:10][C:9]([OH:12])=[CH:8][CH:7]=1.[H-].[Na+].[CH2:15](Br)[C:16]1[CH:21]=[CH:20][CH:19]=[CH:18][CH:17]=1.S([O-])(O)(=O)=O.[K+]>CN(C)C=O>[CH2:15]([O:12][C:9]1[CH:8]=[CH:7][C:6]([CH2:5][CH2:4][CH2:3][CH2:2][OH:1])=[CH:11][CH:10]=1)[C:16]1[CH:21]=[CH:20][CH:19]=[CH:18][CH:17]=1 |f:1.2,4.5|. Procedure: In an argon atmosphere, dry DMF (115 ml) was added to 4-(4-hydroxybutyl)phenol (9.43 g) and 65% oily sodium hydride (2.4 g), followed by stirring for 15 minutes. Next, under ice cooling and stirring, a solution of benzyl bromide (9.87 g) in dry dimethylformamide (29.5 ml) was added drop by drop, followed by stirring at the same temperature for 2 hours. After ice water and a 1 N solution of potassium hydrogen sulfate were added, the reaction mixture was extracted with ethyl acetate. The organic l...